From a dataset of the Open Reaction Database (ORD), a public repository of structured organic reaction records. describe an organic reaction: reactants, conditions, products, and yield The reactants are C(C#C)(=O)OC (methyl prop-2-ynoate), N(=[N+]=[N-])C(C(=O)OC(C)(C)C)C (tert-butyl 2-azidopropanate). Run in C1(=CC=CC=C1)C (toluene). Conditions: temperature 100 celsius. Yields the product COC(=O)C=1N=NN(C1)C(C(=O)O)C (2-[4-(Methoxycarbonyl)-1H-1,2,3-triazol-1-yl]propanoic acid). As a reaction SMILES: [C:1]([O:5][CH3:6])(=[O:4])[C:2]#[CH:3].[N:7]([CH:10]([CH3:18])[C:11]([O:13]C(C)(C)C)=[O:12])=[N+:8]=[N-:9]>C1(C)C=CC=CC=1>[CH3:6][O:5][C:1]([C:2]1[N:9]=[N:8][N:7]([CH:10]([CH3:18])[C:11]([OH:13])=[O:12])[CH:3]=1)=[O:4]. Procedure details: To a solution of 1.87 g (22.3 mmol) of methyl prop-2-ynoate in 40 mL of toluene was added 1.9 g (11 mmol) of tert-butyl 2-azidopropanate. The reaction mixture was heated at 100° C. for 3 h then cooled to ambient temperature. All volatiles were removed under reduced pressure and the crude residue purified by column chromatography on silica gel eluting with a 5 to 25% acetone in hexanes gradient to afford the title compounds.